Dataset: the Open Reaction Database (ORD), a public repository of structured organic reaction records. Task: describe an organic reaction: reactants, conditions, products, and yield Starting materials: CCO, Clc1ccc(Cl)c(CBr)c1, N#C[K], O. The product is N#CCc1cc(Cl)ccc1Cl. RXN SMILES: [CH3:14][CH2:15][OH:16].[Cl:1][c:2]1[c:3]([CH2:4][Br:5])[cH:6][c:7]([Cl:10])[cH:8][cH:9]1.[K:11][C:12]#[N:13].[OH2:17]>>[Cl:1][c:2]1[c:3]([CH2:4][C:12]#[N:13])[cH:6][c:7]([Cl:10])[cH:8][cH:9]1. Reactants: CS(=O)(=O)c1ccc(C(CC2CCC(=O)CC2)C(=O)Nc2cnc(Br)cn2)cc1Cl, CO, Cl, CON, c1ccncc1. Product: CON=C1CCC(CC(C(=O)Nc2cnc(Br)cn2)c2ccc(S(C)(=O)=O)c(Cl)c2)CC1. As a reaction SMILES: [Br:5][c:6]1[n:7][cH:8][c:9]([NH:12][C:13]([CH:14]([CH2:15][CH:16]2[CH2:17][CH2:18][C:19](=[O:22])[CH2:20][CH2:21]2)[c:23]2[cH:24][c:25]([Cl:33])[c:26]([S:29](=[O:30])(=[O:31])[CH3:32])[cH:27][cH:28]2)=[O:34])[n:10][cH:11]1.[CH3:35][OH:36].[ClH:1].[O:2]([CH3:3])[NH2:4].[cH:37]1[cH:38][cH:39][n:40][cH:41][cH:42]1>>[O:2]([CH3:3])[N:4]=[C:19]1[CH2:18][CH2:17][CH:16]([CH2:15][CH:14]([C:13]([NH:12][c:9]2[cH:8][n:7][c:6]([Br:5])[cH:11][n:10]2)=[O:34])[c:23]2[cH:24][c:25]([Cl:33])[c:26]([S:29](=[O:30])(=[O:31])[CH3:32])[cH:27][cH:28]2)[CH2:21][CH2:20]1. The product is CC[C@@]1(C[C@@H]2C[C@@](C3=C(CCN(C2)C1)C4=CC=CC=C4N3)(C5=C(C=C6C(=C5)C78CCN9[C@H]7[C@@](C=CC9)([C@H]([C@@]([C@@H]8N6C)(C(=O)OC)O)O)CC)OC)C(=O)OC)O.NCCC[NH-] (Deacetylvinblastine 3-aminopropyl amide). RXN SMILES: [CH3:1][CH2:2][C@@:3]1([OH:56])[CH2:14][N:12]2[CH2:13][C@@H:5]([CH2:6][C@:7]([C:52]([O:54][CH3:55])=[O:53])([C:22]3[CH:27]=[C:26]4[C:28]56[C@@H:39]([N:40]([CH3:41])[C:25]4=[CH:24][C:23]=3[O:50][CH3:51])[C@@:38]([OH:46])([C:42]([O:44][CH3:45])=[O:43])[C@H:37]([OH:47])[C@:33]3([CH2:48][CH3:49])[CH:34]=[CH:35][CH2:36][N:31]([C@H:32]53)[CH2:30][CH2:29]6)[C:8]3[NH:21][C:20]4[C:15](=[CH:16][CH:17]=[CH:18][CH:19]=4)[C:9]=3[CH2:10][CH2:11]2)[CH2:4]1.[NH2:57][CH2:58][CH2:59][CH2:60][NH2:61]>CN(C=O)C>[CH3:1][CH2:2][C@@:3]1([OH:56])[CH2:14][N:12]2[CH2:13][C@@H:5]([CH2:6][C@:7]([C:52]([O:54][CH3:55])=[O:53])([C:22]3[CH:27]=[C:26]4[C:28]56[C@@H:39]([N:40]([CH3:41])[C:25]4=[CH:24][C:23]=3[O:50][CH3:51])[C@@:38]([OH:46])([C:42]([O:44][CH3:45])=[O:43])[C@H:37]([OH:47])[C@:33]3([CH2:48][CH3:49])[CH:34]=[CH:35][CH2:36][N:31]([C@H:32]53)[CH2:30][CH2:29]6)[C:8]3[NH:21][C:20]4[C:15](=[CH:16][CH:17]=[CH:18][CH:19]=4)[C:9]=3[CH2:10][CH2:11]2)[CH2:4]1.[NH2:57][CH2:58][CH2:59][CH2:60][NH-:61] |f:3.4|. Procedure details: To a cooled (-15° C.) a DMF solution (3 ml, 0.0624 mmol) of deacetylvinblastine acid azide (synthesis described in Example 9, Step C) was added 120 μl of 1,3-diaminopropane in DMF (2 ml). The reaction was stirred at -10° C. for 1 hr, filtered and concentrated to dryness to yield (11). Run at temperature -10 celsius, time 1 hour. The solvent is CN(C)C=O (DMF), CN(C)C=O (DMF). The reactants are CC[C@@]1(C[C@@H]2C[C@@](C3=C(CCN(C2)C1)C4=CC=CC=C4N3)(C5=C(C=C6C(=C5)C78CCN9[C@H]7[C@@](C=CC9)([C@H]([C@@]([C@@H]8N6C)(C(=O)OC)O)O)CC)OC)C(=O)OC)O (Deacetylvinblastine), NCCCN (1,3-diaminopropane). Starting materials: CO, O=S(Cl)Cl, CON=C(C([O-])=[SH]c1nc2ccccc2s1)c1nsc(N)n1. The product is CON=C(C(=O)OC)c1nsc(N)n1. Reaction SMILES: [CH3:27][OH:28].[S:1]([Cl:2])([Cl:3])=[O:4].[s:5]1[c:6]2[cH:7][cH:8][cH:9][cH:10][c:11]2[n:12][c:13]1[SH:14]=[C:15]([C:16](=[N:17][O:18][CH3:19])[c:20]1[n:21][s:22][c:23]([NH2:25])[n:24]1)[O-:26]>>[C:15]([C:16](=[N:17][O:18][CH3:19])[c:20]1[n:21][s:22][c:23]([NH2:25])[n:24]1)(=[O:26])[O:28][CH3:27].